From a dataset of the Open Reaction Database (ORD), a public repository of structured organic reaction records. describe an organic reaction: reactants, conditions, products, and yield Reactants: BrCc1ccccc1, CC(C)=O, [K+], [K+], O=C([O-])[O-], O, COc1cc2c(cc1O)C(=O)CCC2. Product: COc1cc2c(cc1OCc1ccccc1)C(=O)CCC2. RXN SMILES: [Br:15][CH2:16][c:17]1[cH:18][cH:19][cH:20][cH:21][cH:22]1.[CH3:30][C:31](=[O:32])[CH3:33].[K+:23].[K+:24].[O-:25][C:26]([O-:27])=[O:28].[OH2:29].[OH:1][c:2]1[c:3]([O:13][CH3:14])[cH:4][c:5]2[c:10]([cH:11]1)[C:9](=[O:12])[CH2:8][CH2:7][CH2:6]2>>[O:1]([c:2]1[c:3]([O:13][CH3:14])[cH:4][c:5]2[c:10]([cH:11]1)[C:9](=[O:12])[CH2:8][CH2:7][CH2:6]2)[CH2:16][c:17]1[cH:18][cH:19][cH:20][cH:21][cH:22]1. Starting materials: COCN(Cc1ccccc1)C[Si](C)(C)C, ClCCl, C=Cc1ccc(N2CC(CNC(C)=O)OC2=O)cc1F, O=C(O)C(F)(F)F. Product: CC(=O)NCC1CN(c2ccc(C3CCN(Cc4ccccc4)C3)c(F)c2)C(=O)O1. RXN SMILES: [CH2:28]([c:29]1[cH:30][cH:31][cH:32][cH:33][cH:34]1)[N:35]([CH2:36][O:42][CH3:43])[CH2:39][Si:37]([CH3:38])([CH3:40])[CH3:41].[CH2:44]([Cl:45])[Cl:46].[CH:1](=[CH2:2])[c:3]1[c:4]([F:20])[cH:5][c:6]([N:9]2[C:10](=[O:19])[O:11][CH:12]([CH2:14][NH:15][C:16]([CH3:17])=[O:18])[CH2:13]2)[cH:7][cH:8]1.[OH:21][C:22]([C:23]([F:24])([F:25])[F:26])=[O:27]>>[CH:1]1([c:3]2[c:4]([F:20])[cH:5][c:6]([N:9]3[C:10](=[O:19])[O:11][CH:12]([CH2:14][NH:15][C:16]([CH3:17])=[O:18])[CH2:13]3)[cH:7][cH:8]2)[CH2:2][CH2:36][N:35]([CH2:28][c:29]2[cH:30][cH:31][cH:32][cH:33][cH:34]2)[CH2:39]1. Starting materials: ClCC(=O)N(C)C (2-chloro-N,N-dimethylacetamide), ice water, Cl (hydrochloric acid), C(CCC)[Li] (n-butyllithium), FC1=CC=C(C=C1)C=1OC=CC1 (2-(4-fluorophenyl)furan). Run in O1CCCC1 (tetrahydrofuran), O1CCCC1 (tetrahydrofuran). Conditions: time 45 minute. Product: FC1=CC=C(C=C1)C1=CC=C(O1)C(CCl)=O (1-[5-(4-Fluorophenyl)-2-furanyl]-2-chloroethanone). RXN SMILES: C([Li])CCC.[F:6][C:7]1[CH:12]=[CH:11][C:10]([C:13]2[O:14][CH:15]=[CH:16][CH:17]=2)=[CH:9][CH:8]=1.[Cl:18][CH2:19][C:20](N(C)C)=[O:21].Cl>O1CCCC1>[F:6][C:7]1[CH:8]=[CH:9][C:10]([C:13]2[O:14][C:15]([C:20](=[O:21])[CH2:19][Cl:18])=[CH:16][CH:17]=2)=[CH:11][CH:12]=1. Procedure details: 1.60 g (21.98 mmol) of n-butyllithium (2.5N in n-hexane) are added dropwise to 4.44 g (27.41 mmol) of 2-(4-fluorophenyl)furan in 40 ml of absolute tetrahydrofuran at -75° C. After stirring for 45 min, 5.21 g (42.86 mmol) of 2-chloro-N,N-dimethylacetamide in 20 ml of absolute tetrahydrofuran are added at -75° C. After 60 min, the mixture is poured into 200 ml of ice-water, neutralized at 0° C. with 2N hydrochloric acid and extracted 6× with 60 ml of ethyl acetate each time, the combined organic p... Reactants: 2-amino-4-trifluoromethylphenols, C[O-].[Na+] (sodium methoxide), NC1=C(C(=CC(=C1)C(F)(F)F)F)O (2-amino-6-fluoro-4-trifluoromethylphenol), [N+](=O)([O-])C1=C(C=CC(=C1)C(F)(F)F)Cl (2-nitro-4-trifluoromethylchlorobenzene), NC1=C(C=CC(=C1)C(F)(F)F)OC (2-amino-4-trifluoromethylanisole), F[B-](F)(F)F (fluorborate). Product: FC1=C(C=CC(=C1)C(F)(F)F)OC (2-fluoro-4-trifluoromethylanisole). Reaction SMILES: N[C:2]1[CH:7]=[C:6]([C:8]([F:11])([F:10])[F:9])[CH:5]=[C:4]([F:12])[C:3]=1[OH:13].[N+]([C:17]1C=C(C(F)(F)F)C=CC=1Cl)([O-])=O.C[O-].[Na+].NC1C=C(C(F)(F)F)C=CC=1OC.F[B-](F)(F)F>>[F:12][C:4]1[CH:5]=[C:6]([C:8]([F:11])([F:10])[F:9])[CH:7]=[CH:2][C:3]=1[O:13][CH3:17] |f:2.3|. Reported procedure: The 2-amino-4-trifluoromethylphenols (XI) required for the reaction sequence just described may be prepared by conventional methods. Thus 2-amino-6-fluoro-4-trifluoromethylphenol may be prepared from 2-nitro-4-trifluoromethylchlorobenzene by reacting the latter with sodium methoxide to give 2-nitro-4-trifluoromethylanilsole, and reducing this compound to 2-amino-4-trifluoromethylanisole. The latter compound may be diazotised and converted to its fluorborate salt and heated to give 2-fluoro-4-tri... Reactants: CC(=O)OC1(C)C(COC(=O)c2ccccc2)OC(n2cnc3c(Cl)ncnc32)C1(C)F, CCO, NC1CC1, O. The product is CC(=O)OC1(C)C(COC(=O)c2ccccc2)OC(n2cnc3c(NC4CC4)ncnc32)C1(C)F. RXN SMILES: [C:1]([c:2]1[cH:3][cH:4][cH:5][cH:6][cH:7]1)(=[O:8])[O:9][CH2:10][CH:11]1[O:12][CH:13]([n:23]2[c:24]3[n:25][cH:26][n:27][c:28]([Cl:32])[c:29]3[n:30][cH:31]2)[C:14]([CH3:21])([F:22])[C:15]1([CH3:16])[O:17][C:18]([CH3:19])=[O:20].[CH3:38][CH2:39][OH:40].[CH:33]1([NH2:36])[CH2:34][CH2:35]1.[OH2:37]>>[C:1]([c:2]1[cH:3][cH:4][cH:5][cH:6][cH:7]1)(=[O:8])[O:9][CH2:10][CH:11]1[O:12][CH:13]([n:23]2[c:24]3[n:25][cH:26][n:27][c:28]([NH:36][CH:33]4[CH2:34][CH2:35]4)[c:29]3[n:30][cH:31]2)[C:14]([CH3:21])([F:22])[C:15]1([CH3:16])[O:17][C:18]([CH3:19])=[O:20].